This data is from the Open Reaction Database (ORD), a public repository of structured organic reaction records. The task is: describe an organic reaction: reactants, conditions, products, and yield The reactants are C1COCCO1, O=C1OC(=O)c2ccccc21, Nc1cc[nH]n1. Product: O=C1c2ccccc2C(=O)N1c1cc[nH]n1. As a reaction SMILES: [CH2:18]1[O:19][CH2:20][CH2:21][O:22][CH2:23]1.[O:7]=[C:8]1[O:9][C:10](=[O:11])[c:12]2[cH:13][cH:14][cH:15][cH:16][c:17]21.[nH:1]1[n:2][c:3]([NH2:6])[cH:4][cH:5]1>>[nH:1]1[n:2][c:3]([N:6]2[C:8](=[O:7])[c:17]3[c:12]([cH:13][cH:14][cH:15][cH:16]3)[C:10]2=[O:9])[cH:4][cH:5]1.